describe an organic reaction: reactants, conditions, products, and yield From a dataset of the Open Reaction Database (ORD), a public repository of structured organic reaction records. The reactants are OC1(C2=CC=CC=C2C=2C(=CC(=CC12)C)C=1C=NN(C1)CCC(=O)OC(C)(C)C)C(F)(F)F (t-butyl 3-[4-(9-hydroxy-2-methyl-9-trifluoromethyl-9H-fluoren-4-yl)-pyrazol-1-yl]-propionate), FC(C(=O)O)(F)F (trifluoroacetic acid). Run in O1CCOCC1 (1,4-dioxane). Run at time 4 hour. Product: OC1(C2=CC=CC=C2C=2C(=CC(=CC12)C)C=1C=NN(C1)CCC(=O)O)C(F)(F)F ((+)-3-[4-(9-hydroxy-2-methyl-9-trifluoromethyl-9H-fluoren-4-yl)-pyrazol-1-yl]-propionic acid). The yield is 95.2%. Reaction SMILES: [OH:1][C:2]1([C:30]([F:33])([F:32])[F:31])[C:14]2[CH:13]=[C:12]([CH3:15])[CH:11]=[C:10]([C:16]3[CH:17]=[N:18][N:19]([CH2:21][CH2:22][C:23]([O:25]C(C)(C)C)=[O:24])[CH:20]=3)[C:9]=2[C:8]2[C:3]1=[CH:4][CH:5]=[CH:6][CH:7]=2.FC(F)(F)C(O)=O>O1CCOCC1>[OH:1][C:2]1([C:30]([F:32])([F:33])[F:31])[C:14]2[CH:13]=[C:12]([CH3:15])[CH:11]=[C:10]([C:16]3[CH:17]=[N:18][N:19]([CH2:21][CH2:22][C:23]([OH:25])=[O:24])[CH:20]=3)[C:9]=2[C:8]2[C:3]1=[CH:4][CH:5]=[CH:6][CH:7]=2. Reported procedure: To a mixture of 1,4-dioxane (6.7 ml) and an optically active form (1.34 g) of t-butyl 3-[4-(9-hydroxy-2-methyl-9-trifluoromethyl-9H-fluoren-4-yl)-pyrazol-1-yl]-propionate was added trifluoroacetic acid (6.7 ml), and the mixture was stirred at room temperature for 4 hr. The reaction mixture was concentrated under reduced pressure. Toluene was added to the obtained residue and the mixture was concentrated under reduced pressure. To the residue was added water (10 ml) and the mixture was extracted ... Procedure details: Utilizing the procedure of Example 15, 11-methoxy-2,7,11-trimethyl-2,4-dodecadienoic acid and propargyl bromide are reacted. After chromatography on Kieselgel, using diethyl ether/petroleum ether (1:3 parts by volume) as the eluant, there is obtained 11-methoxy-2,7,11-trimethyl-2,4-dodecadienoic acid propargyl ester in pure form; boiling point 110°C/0.002 mmHg. Yields the product C(C#C)OC(C(=CC=CCC(CCCC(C)(C)OC)C)C)=O (11-methoxy-2,7,11-trimethyl-2,4-dodecadienoic acid propargyl ester). RXN SMILES: [CH3:1][O:2][C:3]([CH3:19])([CH3:18])[CH2:4][CH2:5][CH2:6][CH:7]([CH3:17])[CH2:8][CH:9]=[CH:10][CH:11]=[C:12]([CH3:16])[C:13]([OH:15])=[O:14].[CH2:20](Br)[C:21]#[CH:22]>>[CH2:22]([O:14][C:13](=[O:15])[C:12]([CH3:16])=[CH:11][CH:10]=[CH:9][CH2:8][CH:7]([CH3:17])[CH2:6][CH2:5][CH2:4][C:3]([O:2][CH3:1])([CH3:18])[CH3:19])[C:21]#[CH:20]. Starting materials: COC(CCCC(CC=CC=C(C(=O)O)C)C)(C)C (11-methoxy-2,7,11-trimethyl-2,4-dodecadienoic acid), C(C#C)Br (propargyl bromide), diethyl ether petroleum ether. The reactants are COC=1C=C(C=C(C1OCCO)OC)[N+](=O)[O-] (3,5-dimethoxy-4-(2-hydroxyethoxy)nitro-benzene). The reagents and catalysts are [Pd] (palladium on carbon). Solvent: C(C)O (ethanol). Run at time 16 hour. Yields the product COC=1C=C(N)C=C(C1OCCO)OC (3,5-dimethoxy-4-(2-hydroxyethoxy)-aniline). Isolated yield 92.0%. Reaction SMILES: [CH3:1][O:2][C:3]1[CH:4]=[C:5]([N+:15]([O-])=O)[CH:6]=[C:7]([O:13][CH3:14])[C:8]=1[O:9][CH2:10][CH2:11][OH:12]>[Pd].C(O)C>[CH3:1][O:2][C:3]1[CH:4]=[C:5]([CH:6]=[C:7]([O:13][CH3:14])[C:8]=1[O:9][CH2:10][CH2:11][OH:12])[NH2:15]. Reported procedure: A slurry of potassium 2,6-dimethoxy-4-nitrophenolate [Collins, R. P. and Davis, M. J. Chem. Soc. (1961), 1986] (38 g, 160 mmol) in DMF (600 ml) was treated with 2-bromoethanol (25 ml, 353 mmol) and hexamethyl-phosphorus triamide (31 ml, 176 mmol) and the reaction heated at 115° for 6 h. After cooling, the reaction was poured onto 1M hydrochloric acid (1.5 l) and extracted with ethyl acetate (5×500 ml). The organics were washed with 1M sodium hydroxide (4×700 ml), brine (200 ml) and defined (MgSO... The reactants are Br, [H][H], NC1CCc2c(ccc(O)c2O)C1=O, O, O=[Pt]=O. Product: Br, NC1CCc2c(ccc(O)c2O)C1O. RXN SMILES: [BrH:3].[H:1][H:2].[NH2:4][CH:5]1[C:6](=[O:17])[c:7]2[cH:8][cH:9][c:10]([OH:16])[c:11]([OH:15])[c:12]2[CH2:13][CH2:14]1.[OH2:18].[Pt:19](=[O:20])=[O:21]>>[BrH:3].[NH2:4][CH:5]1[CH:6]([OH:17])[c:7]2[cH:8][cH:9][c:10]([OH:16])[c:11]([OH:15])[c:12]2[CH2:13][CH2:14]1.